Dataset: the Open Reaction Database (ORD), a public repository of structured organic reaction records. Task: describe an organic reaction: reactants, conditions, products, and yield The reactants are C[Si](C)(C)C[Li] (trimethylsilylmethyl lithium), COCOC1=C(C=CC=C1)C(C1=C(C(=C(C=C1)OC)OC)COC)=O (2'-methoxymethoxy-3,4-dimethoxy-2-methoxymethylbenzophenone), C(C)(C)(C)O (t-butyl alcohol), CC(C)([O-])C.[K+] (potassium t-butoxide). The solvent is CCCCC (pentane), CCOCC (ether), O1CCCC1 (tetrahydrofuran). Conditions: time 2.5 hour. Product: COCOC1=C(C=CC=C1)C(=C)C1=C(C(=C(C=C1)OC)OC)OCOC (1-(2-Methoxymethoxyphenyl)-1-(3,4-dimethoxy-2-methoxymethoxyphenyl)ethene). Isolated yield 277.5%. RXN SMILES: [CH3:1][O:2][CH2:3][O:4][C:5]1[CH:10]=[CH:9][CH:8]=[CH:7][C:6]=1[C:11](=O)[C:12]1[CH:17]=[CH:16][C:15]([O:18][CH3:19])=[C:14]([O:20][CH3:21])[C:13]=1COC.[CH3:26][Si](C[Li])(C)C.[C:32]([OH:36])(C)(C)C.C[C:38](C)([O-:40])C.[K+]>O1CCCC1.CCCCC.CCOCC>[CH3:1][O:2][CH2:3][O:4][C:5]1[CH:10]=[CH:9][CH:8]=[CH:7][C:6]=1[C:11]([C:12]1[CH:17]=[CH:16][C:15]([O:18][CH3:19])=[C:14]([O:20][CH3:21])[C:13]=1[O:40][CH2:38][O:36][CH3:32])=[CH2:26] |f:3.4|. Reported procedure: A solution of 1.84 g (5.1 mmol) of 2'-methoxymethoxy-3,4-dimethoxy-2-methoxymethylbenzophenone in 17 ml of dry tetrahydrofuran was cooled to 0° C. and 9.1 ml of 1.0M (9.1 mmol) of trimethylsilylmethyl lithium in pentane was added with stirring. After 2.5 hours, 0.38 ml (4.1 mmol) of t-butyl alcohol and 231 mg (2.0 mmol) of potassium t-butoxide were added and the mixture was heated at reflux with stirring for 4 hours. The resulting mixture was diluted with 40 ml of ether and the solution obtained... Starting materials: FC1=C(C2=C(N[C@H](CO2)C)C=C1)F ((3S)-7,8-difluoro-3-methyl-3,4-dihydro-2H-[1,4]benzoxazine), C(C)OC=C(C(=O)OCC)C(=O)OCC (diethyl ethoxymethylenemalonate). Solvent: C1(=CC=CC=C1)C (toluene). Run at time 30 minute. The product is FC1=C(C2=C(N([C@H](CO2)C)C=C(C(=O)OCC)C(=O)OCC)C=C1)F (Diethyl [(3S)-7,8-difluoro-3-methyl-2,3-dihydro-4H-[1,4]benzoxazin-4-yl]methylenemalonate). Reaction SMILES: [F:1][C:2]1[CH:12]=[CH:11][C:5]2[NH:6][C@@H:7]([CH3:10])[CH2:8][O:9][C:4]=2[C:3]=1[F:13].C(O[CH:17]=[C:18]([C:24]([O:26][CH2:27][CH3:28])=[O:25])[C:19]([O:21][CH2:22][CH3:23])=[O:20])C>C1(C)C=CC=CC=1>[F:1][C:2]1[CH:12]=[CH:11][C:5]2[N:6]([CH:17]=[C:18]([C:19]([O:21][CH2:22][CH3:23])=[O:20])[C:24]([O:26][CH2:27][CH3:28])=[O:25])[C@@H:7]([CH3:10])[CH2:8][O:9][C:4]=2[C:3]=1[F:13]. Reported procedure: 1.20 g (99.8% ee) of (3S)-7,8-difluoro-3-methyl-3,4-dihydro-2H-[1,4]benzoxazine was dissolved in toluene (0.5 ml). After adding diethyl ethoxymethylenemalonate (1.92 g), the mixture was stirred at 120 for 30 minutes and then at 140° C. under reduced pressure for 30 minutes. The residue was subjected to silica gel column chromatography. Thus, 2.19 g (99.8% ee) of the title compound was obtained as a yellow oily product. The physical constants of the obtained compounds was identical with those des... Reactants: CC(C)(C)NS(=O)(=O)c1ccccc1-c1ccc(N)cc1, COC(=O)C=C(c1cccc(C#N)c1)C(C)C, C[Al](C)C, CCCCCC, ClCCl. The product is CC(C)C(=CC(=O)Nc1ccc(-c2ccccc2S(=O)(=O)NC(C)(C)C)cc1)c1cccc(C#N)c1. Reaction SMILES: [C:1]([CH3:2])([CH3:3])([CH3:4])[NH:5][S:6](=[O:7])(=[O:8])[c:9]1[c:10](-[c:15]2[cH:16][cH:17][c:18]([NH2:21])[cH:19][cH:20]2)[cH:11][cH:12][cH:13][cH:14]1.[C:32](#[N:33])[c:34]1[cH:35][c:36]([C:40](=[CH:41][C:42](=[O:43])[O:44][CH3:45])[CH:46]([CH3:47])[CH3:48])[cH:37][cH:38][cH:39]1.[CH3:22][Al:23]([CH3:24])[CH3:25].[CH3:26][CH2:27][CH2:28][CH2:29][CH2:30][CH3:31].[Cl:49][CH2:50][Cl:51]>>[C:1]([CH3:2])([CH3:3])([CH3:4])[NH:5][S:6](=[O:7])(=[O:8])[c:9]1[c:10](-[c:15]2[cH:16][cH:17][c:18]([NH:21][C:42]([CH:41]=[C:40]([c:36]3[cH:35][c:34]([C:32]#[N:33])[cH:39][cH:38][cH:37]3)[CH:46]([CH3:47])[CH3:48])=[O:43])[cH:19][cH:20]2)[cH:11][cH:12][cH:13][cH:14]1. Starting materials: FC(C1=C(CNN)C=CC=C1)(F)F (2-trifluoromethylbenzylhydrazine), C(C)OC(C=C(OCC)N)=O (β-amino-β-ethoxyacrylic acid ethyl ester), C1(=CC=C(C=C1)S(=O)(=O)O)C (p-toluenesulphonic acid). Run in C(C)O (ethanol). Conditions: time 8 hour. Product: NC=1NN(C(C1)=O)CC1=C(C=CC=C1)C(F)(F)F (3-Amino-1-(2-trifluoromethylbenzyl)-pyrazol-5-one). RXN SMILES: [F:1][C:2]([F:13])([F:12])[C:3]1[CH:11]=[CH:10][CH:9]=[CH:8][C:4]=1[CH2:5][NH:6][NH2:7].C([O:16][C:17](=O)[CH:18]=[C:19]([NH2:23])OCC)C.C1(C)C=CC(S(O)(=O)=O)=CC=1>C(O)C>[NH2:23][C:19]1[NH:7][N:6]([CH2:5][C:4]2[CH:8]=[CH:9][CH:10]=[CH:11][C:3]=2[C:2]([F:12])([F:13])[F:1])[C:17](=[O:16])[CH:18]=1. Procedure details: 46 g of 2-trifluoromethylbenzylhydrazine were added dropwise, under nitrogen, to a solution of 38.2 g of β-amino-β-ethoxyacrylic acid ethyl ester and 2 g of p-toluenesulphonic acid in 250 ml of ethanol. After stirring overnight, the solvent was distilled off in vacuo and the residue was recrystallized from ethanol. The product was the compound identified above. Melting point: 184°, 22 g (34%). Reactants: CNC(=S)N(C)N, O=C(Cl)c1cccc(F)c1, c1ccncc1. Product: CNC(=S)N(C)NC(=O)c1cccc(F)c1. Reaction SMILES: [CH3:1][N:2]([NH2:3])[C:4](=[S:5])[NH:6][CH3:7].[F:8][c:9]1[cH:10][c:11]([C:12](=[O:13])[Cl:14])[cH:15][cH:16][cH:17]1.[cH:18]1[cH:19][cH:20][n:21][cH:22][cH:23]1>>[CH3:1][N:2]([NH:3][C:12]([c:11]1[cH:10][c:9]([F:8])[cH:17][cH:16][cH:15]1)=[O:13])[C:4](=[S:5])[NH:6][CH3:7]. The product is O=C1C=C(N=C2N1CC(CN2C2=NC(=NC=C2)NCCC2=CC=CC=C2)CCC(=O)O)C2=CC=CC=C2 (3-[6-Oxo-1-(2-phenethylamino-pyrimidin-4-yl)-8-phenyl -1,3,4,6-tetrahydro-2H-pyrimido[1,2-a]pyrimidin-3-yl]-propionic acid). Reaction SMILES: C([O:3][C:4](=[O:39])[CH2:5][CH2:6][CH:7]1[CH2:12][N:11]2[C:13](=[O:23])[CH:14]=[C:15]([C:17]3[CH:22]=[CH:21][CH:20]=[CH:19][CH:18]=3)[N:16]=[C:10]2[N:9]([C:24]2[CH:29]=[CH:28][N:27]=[C:26]([NH:30][CH2:31][CH2:32][C:33]3[CH:38]=[CH:37][CH:36]=[CH:35][CH:34]=3)[N:25]=2)[CH2:8]1)C.[OH-].[Li+]>O1CCCC1>[O:23]=[C:13]1[N:11]2[CH2:12][CH:7]([CH2:6][CH2:5][C:4]([OH:39])=[O:3])[CH2:8][N:9]([C:24]3[CH:29]=[CH:28][N:27]=[C:26]([NH:30][CH2:31][CH2:32][C:33]4[CH:38]=[CH:37][CH:36]=[CH:35][CH:34]=4)[N:25]=3)[C:10]2=[N:16][C:15]([C:17]2[CH:18]=[CH:19][CH:20]=[CH:21][CH:22]=2)=[CH:14]1 |f:1.2|. Solvent: O1CCCC1 (tetrahydrofuran). Procedure: A solution of 3-[6-oxo-1-(2-phenethylamino-pyrimidin-4-yl)-8-phenyl-1,3,4,6-tetrahydro-2H-pyrimido[1,2-a]pyrimidin-3-yl]-propionic acid ethyl ester (240 mg, 0.46 mmol), 10% aqueous lithium hydroxide (0.2 mL), and tetrahydrofuran (5 mL) was heated to 50° C. Reaction partitioned between dichloromethane (50 mL) and 5% sodium dihydrogenphosphate. Organic dried over magnesium sulfate, then concentrated to a white solid under vacuum. M+1=497. The reactants are C(C)OC(CCC1CN(C=2N(C1)C(C=C(N2)C2=CC=CC=C2)=O)C2=NC(=NC=C2)NCCC2=CC=CC=C2)=O (3-[6-oxo-1-(2-phenethylamino-pyrimidin-4-yl)-8-phenyl-1,3,4,6-tetrahydro-2H-pyrimido[1,2-a]pyrimidin-3-yl]-propionic acid ethyl ester), [OH-].[Li+] (lithium hydroxide). Starting materials: ClC1=CC2=C(N(C(=N2)C)CC)C=C1[N+](=O)[O-] (5-chloro-1-ethyl-2-methyl-6-nitro-1H-benzo[d]imidazole), C([O-])([O-])=O.[K+].[K+] (potassium carbonate), C1=NC=CC=2C(=CC=CC12)S (5-Isoquinolinethiol). Solvent: CN(C)C=O (DMF). Conditions: temperature 130 celsius, time 3 hour. Yields the product C(C)N1C(=NC2=C1C=C(C(=C2)SC2=C1C=CN=CC1=CC=C2)[N+](=O)[O-])C (1-ethyl-5-(5-isoquinolylsulfanyl)-2-methyl-6-nitro-1H-benzo[d]imidazole). Yield: 42.5%. As a reaction SMILES: [CH:1]1[C:10]2[CH:9]=[CH:8][CH:7]=[C:6]([SH:11])[C:5]=2[CH:4]=[CH:3][N:2]=1.Cl[C:13]1[C:24]([N+:25]([O-:27])=[O:26])=[CH:23][C:16]2[N:17]([CH2:21][CH3:22])[C:18]([CH3:20])=[N:19][C:15]=2[CH:14]=1.C(=O)([O-])[O-].[K+].[K+]>CN(C=O)C>[CH2:21]([N:17]1[C:16]2[CH:23]=[C:24]([N+:25]([O-:27])=[O:26])[C:13]([S:11][C:6]3[CH:7]=[CH:8][CH:9]=[C:10]4[C:5]=3[CH:4]=[CH:3][N:2]=[CH:1]4)=[CH:14][C:15]=2[N:19]=[C:18]1[CH3:20])[CH3:22] |f:2.3.4|. Procedure: 5-Isoquinolinethiol 500 mg (3.1 mmol) was dissolved in DMF 20 ml, 5-chloro-1-ethyl-2-methyl-6-nitro-1H-benzo[d]imidazole 910 mg (3.1 mmol) and potassium carbonate 1.29 g (9.3 mmol) were added, and the mixture was stirred for 3 hours at 130° C. The reaction mixture was concentrated under reduced pressure, the residue was crystallized with ethyl acetate, and 1-ethyl-5-(5-isoquinolylsulfanyl)-2-methyl-6-nitro-1H-benzo[d]imidazole 480 mg (42.3%) was obtained. The reactants are CC(=O)[O-], CC(=O)[O-], Cc1ccc(C)cc1, CS(C)=O, N#Cc1ccccc1Cl, [Na+], [Na+], O=C([O-])[O-], O, OCC(O)CO, [Pd+2], Cc1ccc(B(O)O)cc1. The product is Cc1ccc(-c2ccccc2C#N)cc1. As a reaction SMILES: [C:45]([O-:46])(=[O:47])[CH3:48].[C:50]([O-:51])(=[O:52])[CH3:53].[CH3:26][c:27]1[cH:28][cH:29][c:30]([CH3:31])[cH:32][cH:33]1.[CH3:41][S:42]([CH3:43])=[O:44].[Cl:1][c:2]1[c:3]([C:4]#[N:5])[cH:6][cH:7][cH:8][cH:9]1.[Na+:20].[Na+:21].[O-:22][C:23](=[O:24])[O-:25].[OH2:40].[OH:34][CH2:35][CH:36]([CH2:37][OH:38])[OH:39].[Pd+2:49].[c:10]1([CH3:19])[cH:11][cH:12][c:13]([B:16]([OH:17])[OH:18])[cH:14][cH:15]1>>[c:2]1(-[c:13]2[cH:12][cH:11][c:10]([CH3:19])[cH:15][cH:14]2)[c:3]([C:4]#[N:5])[cH:6][cH:7][cH:8][cH:9]1. Reactants: CCOC(=O)CC(c1cccnc1)N1CCN(CCCOc2ccc(C#N)cc2)C(=O)C1=O, Cl, [Na+], [OH-]. Product: N#Cc1ccc(OCCCN2CCN(C(CC(=O)O)c3cccnc3)C(=O)C2=O)cc1. RXN SMILES: [C:1](#[N:2])[c:3]1[cH:4][cH:5][c:6]([O:7][CH2:8][CH2:9][CH2:10][N:11]2[C:12](=[O:31])[C:13](=[O:30])[N:14]([CH:17]([CH2:18][C:19](=[O:20])[O:21][CH2:22][CH3:23])[c:24]3[cH:25][n:26][cH:27][cH:28][cH:29]3)[CH2:15][CH2:16]2)[cH:32][cH:33]1.[ClH:36].[Na+:35].[OH-:34]>>[C:1](#[N:2])[c:3]1[cH:4][cH:5][c:6]([O:7][CH2:8][CH2:9][CH2:10][N:11]2[C:12](=[O:31])[C:13](=[O:30])[N:14]([CH:17]([CH2:18][C:19](=[O:20])[OH:21])[c:24]3[cH:25][n:26][cH:27][cH:28][cH:29]3)[CH2:15][CH2:16]2)[cH:32][cH:33]1.